Dataset: the Open Reaction Database (ORD), a public repository of structured organic reaction records. Task: describe an organic reaction: reactants, conditions, products, and yield Reactants: CO[C@@H]([C@H](CO)C)[C@H]([C@H](\C=C\C)OC)C ((E)-(2S,3S,4S,5S)-3,5-Dimethoxy-2,4-dimethyl-oct-6-en-1-ol), C(C(C)(C)C)(=O)Cl (pivaloyl chloride). Run in N1=CC=CC=C1 (pyridine). Reaction conditions: time 2 hour. The product is CO[C@@H]([C@H](COC(C(C)(C)C)=O)C)[C@H]([C@H](\C=C\C)OC)C (2,2-Di methyl-propionic acid (E)-(2S,3S,4S,5S)-3,5-dimethoxy-2,4-dimethyl-oct-6-enyl ester). As a reaction SMILES: [CH3:1][O:2][C@H:3]([C@@H:8]([CH3:15])[C@@H:9]([O:13][CH3:14])/[CH:10]=[CH:11]/[CH3:12])[C@@H:4]([CH3:7])[CH2:5][OH:6].[C:16](Cl)(=[O:21])[C:17]([CH3:20])([CH3:19])[CH3:18]>N1C=CC=CC=1>[CH3:1][O:2][C@H:3]([C@@H:8]([CH3:15])[C@@H:9]([O:13][CH3:14])/[CH:10]=[CH:11]/[CH3:12])[C@@H:4]([CH3:7])[CH2:5][O:6][C:16](=[O:21])[C:17]([CH3:20])([CH3:19])[CH3:18]. Procedure: To (E)-(2S,3S,4S,5S)-3,5-Dimethoxy-2,4-dimethyl-oct-6-en-1-ol (1.5 g, 6.94 mmol) in anhydrous pyridine (20 ml) at 0° C. and under an atmosphere of nitrogen was added pivaloyl chloride (1.33 ml, 10.7 mmol). The reaction was warmed to room temperature and stirred for 2 hours, after which it was quenched with saturated ammonium chloride and extracted with dichloromethane (2×). The combined organic layers were dried by passing through a hydrophobic frit and concentrated in vacuo. The product was pur...